This data is from the Open Reaction Database (ORD), a public repository of structured organic reaction records. The task is: describe an organic reaction: reactants, conditions, products, and yield Reactants: C[Al](C)C (trimethylaluminum), FC1=C(C=C(C=C1)C1=CC=CC=C1)C#N (4-Fluoro-biphenyl-3-carbonitrile), O1C(OCCC1)C=1C=C(N)C=CC1 (3-(1,3-dioxan-2-yl)aniline). The solvent is CCCCCCC (heptane), C(Cl)Cl.CO (DCM MeOH), C1(=CC=CC=C1)C (toluene), C1(=CC=CC=C1)C (toluene). Run at time 3.5 hour. Product: O1C(OCCC1)C=1C=C(C=CC1)NC(=N)C=1C=C(C=CC1F)C1=CC=CC=C1 (N-(3-[1,3]Dioxan-2-yl-phenyl)-4-fluoro-biphenyl-3-carboxamidine). Reaction SMILES: [O:1]1[CH2:6][CH2:5][CH2:4][O:3][CH:2]1[C:7]1[CH:8]=[C:9]([CH:11]=[CH:12][CH:13]=1)[NH2:10].C[Al](C)C.[F:18][C:19]1[CH:24]=[CH:23][C:22]([C:25]2[CH:30]=[CH:29][CH:28]=[CH:27][CH:26]=2)=[CH:21][C:20]=1[C:31]#[N:32]>C1(C)C=CC=CC=1.CCCCCCC.C(Cl)Cl.CO>[O:1]1[CH2:6][CH2:5][CH2:4][O:3][CH:2]1[C:7]1[CH:8]=[C:9]([NH:10][C:31]([C:20]2[CH:21]=[C:22]([C:25]3[CH:26]=[CH:27][CH:28]=[CH:29][CH:30]=3)[CH:23]=[CH:24][C:19]=2[F:18])=[NH:32])[CH:11]=[CH:12][CH:13]=1 |f:5.6|. Procedure details: To 3-(1,3-dioxan-2-yl)aniline (55) (336 mg, 1.87 mmol) in toluene (7.5 mL) cooled to 0° C. was added a 2M trimethylaluminum solution in heptane (1.32 mL) dropwise and the resulting mixture was stirred at ambient temperature for 3.5 hours. The nitrile (54) (370 mg, 1.88 mmol) in toluene (7.5 mL) was added and the reaction heated to 70° C. overnight. The reaction was then cooled, poured onto a slurry of silica in DCM/MeOH and the organics flushed through with further DCM/MeOH. The filtrate was con...